Task: describe an organic reaction: reactants, conditions, products, and yield. Dataset: the Open Reaction Database (ORD), a public repository of structured organic reaction records Reactants: F[B-](F)(F)F, CC(=O)O, O=C1N(c2ccc(OC(F)(F)F)cc2)CCC12CCNCC2, CCC(C)(O)CC(=O)O, CN(C)C(On1nnc2ccccc21)=[N+](C)C. Yields the product CCC(C)(O)CC(=O)N1CCC2(CC1)CCN(c1ccc(OC(F)(F)F)cc1)C2=O. RXN SMILES: [B-:1]([F:2])([F:3])([F:4])[F:5].[C:23]([OH:24])(=[O:25])[CH3:26].[F:27][C:28]([O:29][c:30]1[cH:31][cH:32][c:33]([N:36]2[C:37](=[O:46])[C:38]3([CH2:39][CH2:40]2)[CH2:41][CH2:42][NH:43][CH2:44][CH2:45]3)[cH:34][cH:35]1)([F:47])[F:48].[OH:49][C:50]([CH2:51][C:52](=[O:53])[OH:54])([CH2:55][CH3:56])[CH3:57].[n:6]1([O:7][C:8]([N:9]([CH3:10])[CH3:11])=[N+:12]([CH3:13])[CH3:14])[c:15]2[cH:16][cH:17][cH:18][cH:19][c:20]2[n:21][n:22]1>>[F:27][C:28]([O:29][c:30]1[cH:31][cH:32][c:33]([N:36]2[C:37](=[O:46])[C:38]3([CH2:39][CH2:40]2)[CH2:41][CH2:42][N:43]([C:52]([CH2:51][C:50]([OH:49])([CH2:55][CH3:56])[CH3:57])=[O:53])[CH2:44][CH2:45]3)[cH:34][cH:35]1)([F:47])[F:48]. Starting materials: COc1ccsc1C(=O)O, CN(C)c1ccncc1, CC(=O)O, NC(=O)N1C(=O)Cc2cc(Cl)ccc21, O=S(Cl)Cl. Yields the product COc1ccsc1C(=O)C1C(=O)N(C(N)=O)c2ccc(Cl)cc21. RXN SMILES: [CH3:1][O:2][c:3]1[c:4]([C:8](=[O:9])[OH:10])[s:5][cH:6][cH:7]1.[CH3:29][N:30]([c:31]1[cH:32][cH:33][n:34][cH:35][cH:36]1)[CH3:37].[CH3:38][C:39](=[O:40])[OH:41].[Cl:15][c:16]1[cH:17][c:18]2[c:22]([cH:23][cH:24]1)[N:21]([C:25](=[O:26])[NH2:27])[C:20](=[O:28])[CH2:19]2.[S:11]([Cl:12])([Cl:13])=[O:14]>>[CH3:1][O:2][c:3]1[c:4]([C:8](=[O:10])[CH:19]2[c:18]3[cH:17][c:16]([Cl:15])[cH:24][cH:23][c:22]3[N:21]([C:25](=[O:26])[NH2:27])[C:20]2=[O:28])[s:5][cH:6][cH:7]1. The reactants are OBO, CC1Nc2ccc(Br)cc2C(C)(c2ccccc2)O1, N#Cc1cccc(F)c1, COCCOC, [Na+], [Na+], O=C([O-])[O-], O, c1ccc(P(c2ccccc2)(c2ccccc2)[Pd](P(c2ccccc2)(c2ccccc2)c2ccccc2)(P(c2ccccc2)(c2ccccc2)c2ccccc2)P(c2ccccc2)(c2ccccc2)c2ccccc2)cc1. Product: CC1Nc2ccc(-c3cc(F)cc(C#N)c3)cc2C(C)(c2ccccc2)O1. As a reaction SMILES: [BH:20]([OH:21])[OH:22].[Br:1][c:2]1[cH:3][cH:4][c:5]2[c:6]([cH:19]1)[C:7]([c:12]1[cH:13][cH:14][cH:15][cH:16][cH:17]1)([CH3:18])[O:8][CH:9]([CH3:11])[NH:10]2.[C:23](#[N:24])[c:25]1[cH:26][cH:27][cH:28][c:29]([F:31])[cH:30]1.[CH3:38][O:39][CH2:40][CH2:41][O:42][CH3:43].[Na+:32].[Na+:33].[O-:34][C:35](=[O:36])[O-:37].[OH2:44].[cH:45]1[cH:46][cH:47][c:48]([P:49]([Pd:50]([P:51]([c:52]2[cH:53][cH:54][cH:55][cH:56][cH:57]2)([c:58]2[cH:59][cH:60][cH:61][cH:62][cH:63]2)[c:64]2[cH:65][cH:66][cH:67][cH:68][cH:69]2)([P:70]([c:71]2[cH:72][cH:73][cH:74][cH:75][cH:76]2)([c:77]2[cH:78][cH:79][cH:80][cH:81][cH:82]2)[c:83]2[cH:84][cH:85][cH:86][cH:87][cH:88]2)[P:89]([c:90]2[cH:91][cH:92][cH:93][cH:94][cH:95]2)([c:96]2[cH:97][cH:98][cH:99][cH:100][cH:101]2)[c:102]2[cH:103][cH:104][cH:105][cH:106][cH:107]2)([c:108]2[cH:109][cH:110][cH:111][cH:112][cH:113]2)[c:114]2[cH:115][cH:116][cH:117][cH:118][cH:119]2)[cH:120][cH:121]1>>[c:2]1(-[c:27]2[cH:26][c:25]([C:23]#[N:24])[cH:30][c:29]([F:31])[cH:28]2)[cH:3][cH:4][c:5]2[c:6]([cH:19]1)[C:7]([c:12]1[cH:13][cH:14][cH:15][cH:16][cH:17]1)([CH3:18])[O:8][CH:9]([CH3:11])[NH:10]2. Reactants: O (water), ClC=1C=CC(=C(C1)N1CCCCC1)[N+](=O)[O-] (1-(5-Chloro-2-nitro-phenyl)-piperidine), N1C=NC=C1 (imidazole), [OH-].[K+] (KOH). The solvent is CS(=O)C (DMSO). Reaction conditions: temperature 90 celsius. Yields the product N1(C=NC=C1)C=1C=CC(=C(C1)N1CCCCC1)[N+](=O)[O-] (1-(5-Imidazol-1-yl-2-nitro-phenyl)-piperidine). Isolated yield 91.8%. As a reaction SMILES: Cl[C:2]1[CH:3]=[CH:4][C:5]([N+:14]([O-:16])=[O:15])=[C:6]([N:8]2[CH2:13][CH2:12][CH2:11][CH2:10][CH2:9]2)[CH:7]=1.[NH:17]1[CH:21]=[CH:20][N:19]=[CH:18]1.[OH-].[K+].O>CS(C)=O>[N:17]1([C:2]2[CH:3]=[CH:4][C:5]([N+:14]([O-:16])=[O:15])=[C:6]([N:8]3[CH2:13][CH2:12][CH2:11][CH2:10][CH2:9]3)[CH:7]=2)[CH:21]=[CH:20][N:19]=[CH:18]1 |f:2.3|. Procedure details: To 1-(5-chloro-2-nitro-phenyl)-piperidine (184 mg, 0.760 mmol, as prepared in Example 3, step (a)) and imidazole (67.8 mg, 0.99 mmol) in 3 mL of DMSO was added KOH (64 mg, 1.1 mmol). The reaction was heated to 90° C. overnight. The dark solution was poured into 40 mL of water and extracted with EtOAc (2×50 mL). The combined organic layers were washed with water (50 mL), dried (Na2SO4) and concentrated in vacuo to give 190 mg (92%) of the title compound as a yellow solid. Mass spectrum (ESI, m/z)... Starting materials: C(C)(C)(C)OC(=O)N1[C@H](C(=O)OC[C@@H]2[C@H](C[C@@H](O2)N2C(=O)NC(=O)C(=C2)F)OCC2=CC=C(S2)Cl)CCC1 (5'-O-[N-(t-butoxycarbonyl)-L-prolyl]-3'-O-(5-chloro-2-thenyl)-2'-deoxy-5-fluorouridine). Run in Cl.O1CCOCC1 (hydrochloric acid dioxane). Conditions: time 30 minute. Yields the product Cl.ClC1=CC=C(S1)CO[C@H]1C[C@@H](O[C@@H]1COC([C@H]1NCCC1)=O)N1C(=O)NC(=O)C(=C1)F (3'-O-(5-chloro-2-thenyl)-2'-deoxy-5-fluoro- 5'-O-L-prolyluridine hydrochloride). As a reaction SMILES: C(OC([N:8]1[CH2:38][CH2:37][CH2:36][C@H:9]1[C:10]([O:12][CH2:13][C@H:14]1[O:18][C@@H:17]([N:19]2[CH:26]=[C:25]([F:27])[C:23](=[O:24])[NH:22][C:20]2=[O:21])[CH2:16][C@@H:15]1[O:28][CH2:29][C:30]1[S:34][C:33]([Cl:35])=[CH:32][CH:31]=1)=[O:11])=O)(C)(C)C>Cl.O1CCOCC1>[ClH:35].[Cl:35][C:33]1[S:34][C:30]([CH2:29][O:28][C@@H:15]2[C@@H:14]([CH2:13][O:12][C:10](=[O:11])[C@@H:9]3[CH2:36][CH2:37][CH2:38][NH:8]3)[O:18][C@@H:17]([N:19]3[CH:26]=[C:25]([F:27])[C:23](=[O:24])[NH:22][C:20]3=[O:21])[CH2:16]2)=[CH:31][CH:32]=1 |f:1.2,3.4|. Reported procedure: To 1.21 g of 5'-O-[N-(t-butoxycarbonyl)-L- prolyl]-3'-O-(5-chloro-2-thenyl)-2'-deoxy-5-fluorouridine prepared in Example 27 was added 20 ml of 4N hydrochloric acid-dioxane, and the mixture was stirred at room temperature for 30 minutes. Reactants: B(Br)(Br)Br.C(Cl)Cl (BBr3 CH2Cl2), Cl (HCl), BrC=1N(C2=CC=C(C=C2C1CC(=O)N)OC)CC1=CC=CC=C1 (2-bromo-5-methoxy-1-(phenylmethyl)-1H-indole-3-acetamide), C1(=CC=CC=C1)CN1C=C(C2=CC=CC=C12)CC(=O)N ((phenylmethyl)-1H-indole-3-acetamide). Run in C(Cl)Cl (CH2Cl2). Conditions: time 2.5 hour. The product is BrC=1N(C2=CC=C(C(=C2C1CC(=O)N)Br)O)CC1=CC=CC=C1 (2,4-dibromo-5-hydroxyl-1-(phenylmethyl)-1H-indole-3-acetamide), BrC=1N(C2=CC=C(C=C2C1CC(=O)N)O)CC1=CC=CC=C1 (2-bromo-5-hydroxy-1-(phenylmethyl)-1H-indole-3-acetamide). As a reaction SMILES: [Br:1][C:2]1[N:3]([CH2:17][C:18]2[CH:23]=[CH:22][CH:21]=[CH:20][CH:19]=2)[C:4]2[C:9]([C:10]=1[CH2:11][C:12]([NH2:14])=[O:13])=[CH:8][C:7]([O:15]C)=[CH:6][CH:5]=2.C1(CN2C3C(=CC=CC=3)C(CC(N)=O)=C2)C=CC=CC=1.B(Br)(Br)[Br:45].C(Cl)Cl.Cl>C(Cl)Cl>[Br:1][C:2]1[N:3]([CH2:17][C:18]2[CH:23]=[CH:22][CH:21]=[CH:20][CH:19]=2)[C:4]2[C:9]([C:10]=1[CH2:11][C:12]([NH2:14])=[O:13])=[C:8]([Br:45])[C:7]([OH:15])=[CH:6][CH:5]=2.[Br:1][C:2]1[N:3]([CH2:17][C:18]2[CH:23]=[CH:22][CH:21]=[CH:20][CH:19]=2)[C:4]2[C:9]([C:10]=1[CH2:11][C:12]([NH2:14])=[O:13])=[CH:8][C:7]([OH:15])=[CH:6][CH:5]=2 |f:2.3|. Procedure: A solution of 600 mg (1.6 mmol) of 2-bromo-5-methoxy-1-(phenylmethyl)-1H-indole-3-acetamide (lot was contaminated with 2,4-dibromo-5-methoxy-]-(phenylmethyl)-1H-indole-3-acetamide) and 10 mL of 1M BBr3/CH2Cl2 in 100 mL of CH2Cl2 was stirred for 2.5 hours, 100 mL of 1N HCl added, stirred well, and the CH2Cl2 layer separated. After washing and drying (Na2SO4), the solvent was removed at reduced pressure. The residue was chromatographed on silica and eluted with a gradient (1% MeOH/CH2Cl2→4% MeOH/C... Yields the product CC(C)c1c(C#N)c2ccccc2n1-c1ccc(O)cc1. Reactants: BrB(Br)Br, CO, COc1ccc(-n2c(C(C)C)c(C#N)c3ccccc32)cc1, ClCCl. As a reaction SMILES: [B:23]([Br:24])([Br:25])[Br:26].[CH3:27][OH:28].[CH:1]([CH3:2])([CH3:3])[c:4]1[n:5](-[c:15]2[cH:16][cH:17][c:18]([O:21][CH3:22])[cH:19][cH:20]2)[c:6]2[cH:7][cH:8][cH:9][cH:10][c:11]2[c:12]1[C:13]#[N:14].[Cl:29][CH2:30][Cl:31]>>[CH:1]([CH3:2])([CH3:3])[c:4]1[n:5](-[c:15]2[cH:16][cH:17][c:18]([OH:21])[cH:19][cH:20]2)[c:6]2[cH:7][cH:8][cH:9][cH:10][c:11]2[c:12]1[C:13]#[N:14]. Reactants: CC(C)O, CCN(C(C)C)C(C)C, CC(C)OC(C)C, ClCCl, O, COc1ccccc1C1(O)C(O)CC(c2ccccc2)(c2ccccc2)C2CNCC21, O=C(Cl)Cc1ccc2ccccc2c1. Yields the product COc1ccccc1C1(O)C(O)CC(c2ccccc2)(c2ccccc2)C2CN(C(=O)Cc3ccc4ccccc4c3)CC21. As a reaction SMILES: [CH3:59][CH:60]([OH:61])[CH3:62].[CH:32]([N:33]([CH:34]([CH3:35])[CH3:36])[CH2:37][CH3:38])([CH3:39])[CH3:40].[CH:63]([O:64][CH:65]([CH3:66])[CH3:67])([CH3:68])[CH3:69].[Cl:56][CH2:57][Cl:58].[OH2:55].[c:1]1([C:7]2([c:26]3[cH:27][cH:28][cH:29][cH:30][cH:31]3)[CH2:8][CH:9]([OH:25])[C:10]([OH:16])([c:17]3[c:18]([O:23][CH3:24])[cH:19][cH:20][cH:21][cH:22]3)[CH:11]3[CH2:12][NH:13][CH2:14][CH:15]23)[cH:2][cH:3][cH:4][cH:5][cH:6]1.[cH:41]1[c:42]([CH2:51][C:52](=[O:53])[Cl:54])[cH:43][cH:44][c:45]2[cH:46][cH:47][cH:48][cH:49][c:50]12>>[c:1]1([C:7]2([c:26]3[cH:27][cH:28][cH:29][cH:30][cH:31]3)[CH2:8][CH:9]([OH:25])[C:10]([OH:16])([c:17]3[c:18]([O:23][CH3:24])[cH:19][cH:20][cH:21][cH:22]3)[CH:11]3[CH2:12][N:13]([C:52]([CH2:51][c:42]4[cH:41][c:50]5[c:45]([cH:44][cH:43]4)[cH:46][cH:47][cH:48][cH:49]5)=[O:53])[CH2:14][CH:15]23)[cH:2][cH:3][cH:4][cH:5][cH:6]1.